This data is from the Open Reaction Database (ORD), a public repository of structured organic reaction records. The task is: describe an organic reaction: reactants, conditions, products, and yield Starting materials: N1(CCCC1)CC1NCCSC1 (3-(pyrrolidin-1-ylmethyl)thiomorpholine), CSC1=CC=C(C=C1)CC(=O)Cl (4-methylthiophenylacetyl chloride). Solvent: C(C)N(CC)CC (triethylamine). The product is Cl.CSC1=CC=C(C=C1)CC(=O)N1C(CSCC1)CN1CCCC1 (4-(4-methylthiophenylacetyl)-3-(pyrrolidin-1-ylmethyl)thiomorpholine hydrochloride). As a reaction SMILES: [N:1]1([CH2:6][CH:7]2[CH2:12][S:11][CH2:10][CH2:9][NH:8]2)[CH2:5][CH2:4][CH2:3][CH2:2]1.[CH3:13][S:14][C:15]1[CH:20]=[CH:19][C:18]([CH2:21][C:22]([Cl:24])=[O:23])=[CH:17][CH:16]=1>C(N(CC)CC)C>[ClH:24].[CH3:13][S:14][C:15]1[CH:20]=[CH:19][C:18]([CH2:21][C:22]([N:8]2[CH2:9][CH2:10][S:11][CH2:12][CH:7]2[CH2:6][N:1]2[CH2:2][CH2:3][CH2:4][CH2:5]2)=[O:23])=[CH:17][CH:16]=1 |f:3.4|. Procedure details: The procedure described in Example 17 was repeated, but using 1.0 g of 3-(pyrrolidin-1-ylmethyl)thiomorpholine, 1.38 ml of triethylamine and 1.2 of 4-methylthiophenylacetyl chloride, to afford 1.36 g of the title compound, melting at 162°-166° C. (dec.). Procedure: To a solution of (S)-(4-Chloro-phenyl)-[1-(4,6-dimethyl-1,2-benzisothiazol-3-ylmethyl)-2,4-dioxo-1,4-dihydro-2H-quinazolin-3-yl]-acetic acid ethyl ester (50 mg, 0.094 mmol) in 1,4-dioxane (10 mL) and water (1 mL) is added LiOH (6.7 mg, 0.28 mmol) at room temperature. The solution is stirred at the same temperature for 4 hours. The solution is concentrated and water is added to the residue. The solution is acidified by 12N HCl in an ice-bath. The precipitated solid is collected by filtration to a... Reaction conditions: time 4 hour. Product: ClC1=CC=C(C=C1)[C@@H](C(=O)O)N1C(N(C2=CC=CC=C2C1=O)CC1=NSC2=C1C(=CC(=C2)C)C)=O ((S)-(4-Chloro-phenyl)-[1-(4,6-dimethyl-1,2-benzisothiazol-3-ylmethyl)-2,4-dioxo-1,4-dihydro-2H-quinazolin-3-yl]-acetic acid). Reaction SMILES: C([O:3][C:4](=[O:37])[C@H:5]([C:30]1[CH:35]=[CH:34][C:33]([Cl:36])=[CH:32][CH:31]=1)[N:6]1[C:15](=[O:16])[C:14]2[C:9](=[CH:10][CH:11]=[CH:12][CH:13]=2)[N:8]([CH2:17][C:18]2[C:22]3[C:23]([CH3:28])=[CH:24][C:25]([CH3:27])=[CH:26][C:21]=3[S:20][N:19]=2)[C:7]1=[O:29])C.[Li+].[OH-]>O1CCOCC1.O>[Cl:36][C:33]1[CH:34]=[CH:35][C:30]([C@H:5]([N:6]2[C:15](=[O:16])[C:14]3[C:9](=[CH:10][CH:11]=[CH:12][CH:13]=3)[N:8]([CH2:17][C:18]3[C:22]4[C:23]([CH3:28])=[CH:24][C:25]([CH3:27])=[CH:26][C:21]=4[S:20][N:19]=3)[C:7]2=[O:29])[C:4]([OH:37])=[O:3])=[CH:31][CH:32]=1 |f:1.2|. The reactants are C(C)OC([C@@H](N1C(N(C2=CC=CC=C2C1=O)CC1=NSC2=C1C(=CC(=C2)C)C)=O)C2=CC=C(C=C2)Cl)=O ((S)-(4-Chloro-phenyl)-[1-(4,6-dimethyl-1,2-benzisothiazol-3-ylmethyl)-2,4-dioxo-1,4-dihydro-2H-quinazolin-3-yl]-acetic acid ethyl ester), [Li+].[OH-] (LiOH). The solvent is O1CCOCC1 (1,4-dioxane), O (water). Reactants: Cl (hydrochloric acid), C(C)(CC)[BH-](C(C)CC)C(C)CC.[Li+] (Lithium tri-sec-butylborohydride), ClCC(=O)NC1C(C2=CC=CC=C2CC1)=O (2-chloro-N-(1-oxo-1,2,3,4-tetrahydronaphthalen-2-yl)-acetamide), O (water). The solvent is O1CCCC1 (tetrahydrofuran). The product is ClCC(=O)N[C@@H]1[C@@H](C2=CC=CC=C2CC1)O (2-chloro-N-((1RS,2SR)-cis-1-hydroxy-1,2,3,4-tetrahydro-naphthalen-2-yl)-acetamide). Isolated yield 70.8%. As a reaction SMILES: C([BH-](C(CC)C)C(CC)C)(CC)C.[Li+].[Cl:15][CH2:16][C:17]([NH:19][CH:20]1[CH2:29][CH2:28][C:27]2[C:22](=[CH:23][CH:24]=[CH:25][CH:26]=2)[C:21]1=[O:30])=[O:18].O.Cl>O1CCCC1>[Cl:15][CH2:16][C:17]([NH:19][C@H:20]1[CH2:29][CH2:28][C:27]2[C:22](=[CH:23][CH:24]=[CH:25][CH:26]=2)[C@H:21]1[OH:30])=[O:18] |f:0.1|. Reported procedure: Lithium tri-sec-butylborohydride (1.0 M solution in tetrahydrofuran, 70 ml, 70 mmol) was added to a solution of 2-chloro-N-(1-oxo-1,2,3,4-tetrahydronaphthalen-2-yl)-acetamide (7.58 g, 31.9 mmol) in tetrahydrofuran (500 ml). When the reaction was complete (checked by thin layer chromatography), excess reagent was decomposed by the addition of water and pH was adjusted to 5-6 with 3N aqueous hydrochloric acid. The residue was partitioned between water and chloroform. The organic layer was washed w... Reactants: ClC=1C=C(C=CC1SC=1N(C=CN1)C)NC1=C(C=NC2=CC(=C(C=C12)OC)F)C#N (4-[3-chloro-4-(1-methyl-1H-imidazole-2-ylsulfanyl)-phenylamino]-7-fluoro-6-methoxyquinoline-3-carbonitrile), CN1CCC(CC1)N1CCNCC1 (1-(1-methylpiperidin-4-yl)piperazine). Run in CN1C(CCC1)=O (1-methyl 2-pyrrolidinone). Conditions: temperature 105 celsius. The product is ClC=1C=C(C=CC1SC=1N(C=CN1)C)NC1=C(C=NC2=CC(=C(C=C12)OC)N1CCN(CC1)C1CCN(CC1)C)C#N (4-({3-chloro-4-[(1-methyl-1H-imidazole-2-yl)thio]phenyl}amino)-6-methoxy-7-[4-(1-methylpiperidin-4-yl)piperazin-1-yl]quinoline-3-carbonitrile). Yield: 69.6%. Reaction SMILES: [Cl:1][C:2]1[CH:3]=[C:4]([NH:15][C:16]2[C:25]3[C:20](=[CH:21][C:22](F)=[C:23]([O:26][CH3:27])[CH:24]=3)[N:19]=[CH:18][C:17]=2[C:29]#[N:30])[CH:5]=[CH:6][C:7]=1[S:8][C:9]1[N:10]([CH3:14])[CH:11]=[CH:12][N:13]=1.[CH3:31][N:32]1[CH2:37][CH2:36][CH:35]([N:38]2[CH2:43][CH2:42][NH:41][CH2:40][CH2:39]2)[CH2:34][CH2:33]1>CN1CCCC1=O>[Cl:1][C:2]1[CH:3]=[C:4]([NH:15][C:16]2[C:25]3[C:20](=[CH:21][C:22]([N:41]4[CH2:40][CH2:39][N:38]([CH:35]5[CH2:36][CH2:37][N:32]([CH3:31])[CH2:33][CH2:34]5)[CH2:43][CH2:42]4)=[C:23]([O:26][CH3:27])[CH:24]=3)[N:19]=[CH:18][C:17]=2[C:29]#[N:30])[CH:5]=[CH:6][C:7]=1[S:8][C:9]1[N:10]([CH3:14])[CH:11]=[CH:12][N:13]=1. Reported procedure: Following the procedure of Example 11, a mixture of 220 mg (0.5 mmol) of 4-[3-chloro-4-(1-methyl-1H-imidazole-2-ylsulfanyl)-phenylamino]-7-fluoro-6-methoxyquinoline-3-carbonitrile, 290 mg (1.6 mmol) of 1-(1-methylpiperidin-4-yl)piperazine in 1.2 mL of 1-methyl 2-pyrrolidinone is heated at 105° C. for 20 hours to yield the crude product. Purification by silica gel chromatography (gradient 9:1 methylene chloride/methanol to 85:15 methylene chloride/methanol) gives 210 mg of 4-({3-chloro-4-[(1-meth... Starting materials: CC(=O)O, O=[N+]([O-])c1ccc(Cl)c2cnccc12, [Zn]. Product: Nc1ccc(Cl)c2cnccc12. As a reaction SMILES: [CH3:15][C:16](=[O:17])[OH:18].[Cl:1][c:2]1[cH:3][cH:4][c:5]([N+:12]([O-:13])=[O:14])[c:6]2[cH:7][cH:8][n:9][cH:10][c:11]12.[Zn:19]>>[Cl:1][c:2]1[cH:3][cH:4][c:5]([NH2:12])[c:6]2[cH:7][cH:8][n:9][cH:10][c:11]12. The product is OC=1C=C(C=CC1)C1=CC=C2C(=NNC2=C1)NC(CCC)=O (N-[6-(3-hydroxyphenyl)-1H-indazol-3-yl]butanamide). RXN SMILES: C[Si](I)(C)C.C1(C[O:13][C:14]2[CH:15]=[C:16]([C:20]3[CH:28]=[C:27]4[C:23]([C:24]([NH:29][C:30](=[O:34])[CH2:31][CH2:32][CH3:33])=[N:25][NH:26]4)=[CH:22][CH:21]=3)[CH:17]=[CH:18][CH:19]=2)C=CC=CC=1>CO>[OH:13][C:14]1[CH:15]=[C:16]([C:20]2[CH:28]=[C:27]3[C:23]([C:24]([NH:29][C:30](=[O:34])[CH2:31][CH2:32][CH3:33])=[N:25][NH:26]3)=[CH:22][CH:21]=2)[CH:17]=[CH:18][CH:19]=1. The solvent is CO (methanol). Procedure: 10 cm3 of trimethylsilyl iodide are added to 0.4 g of N-[6-[3-(phenylmethoxy)phenyl]-1H-indazol-3-yl]butanamide, described previously, and the mixture is refluxed for 3 hours. 50 cm3 of methanol are then added and refluxing is continued for 15 minutes. The reaction medium is concentrated to dryness under reduced pressure (2 kPa; 50° C.), 50 cm3 of ethyl acetate are added and the organic phase is washed with 3×50 cm3 of 10% sodium thiosulphate solution. The organic phase is separated out after se... Isolated yield 58.7%. Reaction conditions: time 15 minute. Reactants: C[Si](C)(C)I (trimethylsilyl iodide), C1(=CC=CC=C1)COC=1C=C(C=CC1)C1=CC=C2C(=NNC2=C1)NC(CCC)=O (N-[6-[3-(phenylmethoxy)phenyl]-1H-indazol-3-yl]butanamide). Starting materials: O=C(O)c1ccc2ccc(OCc3ccccc3)cc2c1, CCO. Yields the product O=C(O)c1ccc2ccc(O)cc2c1. Reaction SMILES: [CH2:1]([c:2]1[cH:3][cH:4][cH:5][cH:6][cH:7]1)[O:8][c:9]1[cH:10][cH:11][c:12]2[cH:13][cH:14][c:15]([C:19](=[O:20])[OH:21])[cH:16][c:17]2[cH:18]1.[CH3:22][CH2:23][OH:24]>>[OH:8][c:9]1[cH:10][cH:11][c:12]2[cH:13][cH:14][c:15]([C:19](=[O:20])[OH:21])[cH:16][c:17]2[cH:18]1.